From a dataset of the Open Reaction Database (ORD), a public repository of structured organic reaction records. describe an organic reaction: reactants, conditions, products, and yield Starting materials: C(C)(C)(C)C1=CN(/C(/S1)=N/C(C1=C(C=CC(=C1)Cl)OC)=O)C[C@@H](C)NC(OC(C)(C)C)=O ((R,Z)-tert-butyl 1-(5-tert-butyl-2-(5-chloro-2-methoxybenzoylimino)thiazol-3(2H)-yl)propan-2-ylcarbamate), Cl (hydrogen chloride). The solvent is CO (MeOH), O1CCOCC1 (dioxane). Conditions: time 24 hour. The product is N[C@@H](CN1/C(/SC(=C1)C(C)(C)C)=N/C(C1=C(C=CC(=C1)Cl)OC)=O)C (N-[(2Z)-3-[(2R)-2-aminopropyl]-5-tert-butyl-1,3-thiazol-2(3H)-ylidene]-5-chloro-2-methoxybenzamide). Isolated yield 53.7%. As a reaction SMILES: [C:1]([C:5]1[S:9]/[C:8](=[N:10]\[C:11](=[O:21])[C:12]2[CH:17]=[C:16]([Cl:18])[CH:15]=[CH:14][C:13]=2[O:19][CH3:20])/[N:7]([CH2:22][C@H:23]([NH:25]C(=O)OC(C)(C)C)[CH3:24])[CH:6]=1)([CH3:4])([CH3:3])[CH3:2].Cl>CO.O1CCOCC1>[NH2:25][C@H:23]([CH3:24])[CH2:22][N:7]1[CH:6]=[C:5]([C:1]([CH3:3])([CH3:4])[CH3:2])[S:9]/[C:8]/1=[N:10]\[C:11](=[O:21])[C:12]1[CH:17]=[C:16]([Cl:18])[CH:15]=[CH:14][C:13]=1[O:19][CH3:20]. Reported procedure: In a 20 mL vial, to a solution of Example 59B (75 mg, 0.156 mmol) in MeOH (1 mL) was added a solution of hydrogen chloride (0.039 mL, 0.156 mmol) in dioxane and the mixture was stirred for 24 hr. The reaction was concentrated and the residue was purified by preparative HPLC on a Waters Symmetry C8 column (25 mm×100 mm, 7 μm particle size) using a gradient of 10-100% acetonitrile (A) and 10 mM ammonium acetate in water (B), at a flow rate of 2.0 mL/min (0-0.1 min 10% A, 0.1-2.6 min 10-100% A, 2.6... Starting materials: FC=1C=C(CNC(NNC=O)=S)C=CC1 (4-(3'-fluorobenzyl)-1-formyl-3-thiosemicarbazide), [O-]CC.[Na+] (sodium ethoxide). Yields the product FC=1C=C(CN2C(=NN=C2)S)C=CC1 (4-(3'-fluorobenzyl)-1,2,4-triazole-3-thiol). Yield: 41.8%. Reaction SMILES: [F:1][C:2]1[CH:3]=[C:4]([CH:13]=[CH:14][CH:15]=1)[CH2:5][NH:6][C:7](=[S:12])[NH:8][NH:9][CH:10]=O.[O-]CC.[Na+]>>[F:1][C:2]1[CH:3]=[C:4]([CH:13]=[CH:14][CH:15]=1)[CH2:5][N:6]1[CH:10]=[N:9][N:8]=[C:7]1[SH:12] |f:1.2|. Procedure: The crude 4-(3'-fluorobenzyl)-1-formyl-3-thiosemicarbazide (1.3 g) was refluxed overnight in a solution of sodium ethoxide (from sodium (0.3 g) in ethanol (25 ml)). The reaction was filtered, evaporated to dryness, and diluted with water. The aqueous solution was acidified to pH 3-4 with 10% hydrochloric acid, and the precipitate was collected by filtration and recrystallized from ethanol-water to yield 0.5 g (41%) of 4-(3'-fluorobenzyl)-1,2,4-triazole-3-thiol, m.p.: 124°-125° C. Reactants: C(=O)C1=C(C(=O)OC)C=CC=C1 (methyl 2-formylbenzoate), S(=O)(=O)(C1=CC=C(C)C=C1)C[N+]#[C-] (tosylmethyl isocyanide), C([O-])([O-])=O.[K+].[K+] (potassium carbonate). Run in CO (methanol). Yields the product O1C=NC=C1C1=C(C(=O)OC)C=CC=C1 (methyl 2-(1,3-oxazol-5-yl)benzoate). Isolated yield 21.5%. As a reaction SMILES: [CH:1]([C:3]1[CH:12]=[CH:11][CH:10]=[CH:9][C:4]=1[C:5]([O:7][CH3:8])=[O:6])=[O:2].S([CH2:23][N+:24]#[C-:25])(C1C=CC(C)=CC=1)(=O)=O.C(=O)([O-])[O-].[K+].[K+]>CO>[O:2]1[C:1]([C:3]2[CH:12]=[CH:11][CH:10]=[CH:9][C:4]=2[C:5]([O:7][CH3:8])=[O:6])=[CH:25][N:24]=[CH:23]1 |f:2.3.4|. Procedure: To a solution of methyl 2-formylbenzoate (15 g) and tosylmethyl isocyanide (18 g) in methanol (250 mL) was added potassium carbonate (15 g), and the mixture was heated under reflux for 16 hr. The reaction mixture was concentrated under reduced pressure, the residue was diluted with ethyl acetate, and the mixture was washed with water and saturated brine. The extract was dried over anhydrous sodium sulfate, and the solvent was evaporated under reduced pressure. The residue was purified by silica ... As a reaction SMILES: [CH:1]([O:4][C:5]([N:7]1[CH2:12][CH2:11][CH:10]([O:13][N:14]=[C:15]2[CH2:20][CH2:19][N:18]([C:21]3[CH:26]=[C:25]([F:27])[C:24]([CH2:28][NH2:29])=[CH:23][C:22]=3[F:30])[CH2:17][CH2:16]2)[CH2:9][CH2:8]1)=[O:6])([CH3:3])[CH3:2].[S:31]([NH2:35])(N)(=[O:33])=[O:32].[CH3:36][OH:37]>O>[CH:1]([O:4][C:5]([N:7]1[CH2:12][CH2:11][CH:10]([O:13][N:14]=[C:15]2[CH2:16][CH2:17][N:18]([C:21]3[CH:26]=[C:25]([F:27])[C:24]([CH2:28][NH:29][C:36]([N:35]=[S:31](=[O:33])=[O:32])=[O:37])=[CH:23][C:22]=3[F:30])[CH2:19][CH2:20]2)[CH2:9][CH2:8]1)=[O:6])([CH3:3])[CH3:2]. The product is C(C)(C)OC(=O)N1CCC(CC1)ON=C1CCN(CC1)C1=C(C=C(C(=C1)F)CNC(=O)N=S(=O)=O)F (4-[1-(2,5-Difluoro-4-sulfonylureidomethyl-phenyl)-piperidin-4-ylideneaminooxy]-piperidine-1-carboxylic acid isopropyl ester). Solvent: O (water). Procedure details: 25 mg of 16a and sulfamide (7 mg, 1.2 eq) were combined in 0.5 mL of water and 0.5 mL of methanol in a sealed vial. The mixture was stirred at 100° C. overnight then the mixture was evaporated, extracted with ethyl acetate and purified on preparative HPLC to give 17-1: LC-MS 504.2 (MH+-17), tR=5.06 (Method 5). EC50: 312 nM. Reaction conditions: temperature 100 celsius, time 8 hour. Reactants: C(C)(C)OC(=O)N1CCC(CC1)ON=C1CCN(CC1)C1=C(C=C(C(=C1)F)CN)F (4-[1-(4-Aminomethyl-2,5-difluoro-phenyl)-piperidin-4-ylideneaminooxy]-piperidine-1-carboxylic acid isopropyl ester), S(=O)(=O)(N)N (sulfamide), CO (methanol). The reactants are Cl.O1CCOCC1 (HCl dioxane), C(C)(C)(C)OC(NC=1C(=NOC1)C1=CC=C(C=C1)OCC1=CC=C(C=C1)F)=O ({3-[4-(4-Fluoro-benzyloxy)-phenyl]-isoxazol-4-yl}-carbamic acid tert-butyl ester), C(C)OCC (diethyl ether). The solvent is O1CCOCC1 (dioxane). Run at time 4 hour. The product is FC1=CC=C(COC2=CC=C(C=C2)C2=NOC=C2N)C=C1 (3-[4-(4-fluoro-benzyloxy)-phenyl]-isoxazol-4-ylamine). The yield is 90.5%. Reaction SMILES: C(OC(=O)[NH:7][C:8]1[C:9]([C:13]2[CH:18]=[CH:17][C:16]([O:19][CH2:20][C:21]3[CH:26]=[CH:25][C:24]([F:27])=[CH:23][CH:22]=3)=[CH:15][CH:14]=2)=[N:10][O:11][CH:12]=1)(C)(C)C.Cl.O1CCOCC1.C(OCC)C>O1CCOCC1>[F:27][C:24]1[CH:25]=[CH:26][C:21]([CH2:20][O:19][C:16]2[CH:15]=[CH:14][C:13]([C:9]3[C:8]([NH2:7])=[CH:12][O:11][N:10]=3)=[CH:18][CH:17]=2)=[CH:22][CH:23]=1 |f:1.2|. Procedure details: {3-[4-(4-Fluoro-benzyloxy)-phenyl]-isoxazol-4-yl}-carbamic acid tert-butyl ester (1.97 g, 5.13 mmol) was dissolved in 30 mL of dioxane and 30 mL of 4 N HCl/dioxane was added. The reaction was stirred at rt for 4 h and allowed to stand overnight. The resulting crystalline mass was mixed with diethyl ether (20 mL) and stirred for 10 min. The suspension was filtered off and washed with a total of 20 mL of diethyl ether. The filter cake was partitioned between ethyl acetate and 5% NaHCO3 solution an... Reactants: FC1=CC=C(C=C1)C=1C(=NC=NC1N1CCC(CC1)C=1N(C=C(N1)C1=CC(=C(C=C1)F)C(F)(F)F)C)N (5-(4-Fluoro-phenyl)-6-{4-[4-(4-fluoro-3-trifluoromethyl-phenyl)-1-methyl-1H-imidazol-2-yl]-piperidin-1-yl}-pyrimidin-4-ylamine), C1(=CC=CC=C1)B(O)O (phenylboronic acid). Product: FC1=C(C=C(C=C1)C=1N=C(N(C1)C)C1CCN(CC1)C1=C(C(=NC=N1)N)C1=CC=CC=C1)C(F)(F)F (6-{4-[4-(4-Fluoro-3-trifluoromethyl-phenyl)-1-methyl-1H-imidazol-2-yl]-piperidin-1-yl}-5-phenyl-pyrimidin-4-ylamine). As a reaction SMILES: F[C:2]1[CH:7]=[CH:6][C:5]([C:8]2[C:9]([NH2:37])=[N:10][CH:11]=[N:12][C:13]=2[N:14]2[CH2:19][CH2:18][CH:17]([C:20]3[N:21]([CH3:36])[CH:22]=[C:23]([C:25]4[CH:30]=[CH:29][C:28]([F:31])=[C:27]([C:32]([F:35])([F:34])[F:33])[CH:26]=4)[N:24]=3)[CH2:16][CH2:15]2)=[CH:4][CH:3]=1.C1(B(O)O)C=CC=CC=1>>[F:31][C:28]1[CH:29]=[CH:30][C:25]([C:23]2[N:24]=[C:20]([CH:17]3[CH2:16][CH2:15][N:14]([C:13]4[N:12]=[CH:11][N:10]=[C:9]([NH2:37])[C:8]=4[C:5]4[CH:4]=[CH:3][CH:2]=[CH:7][CH:6]=4)[CH2:19][CH2:18]3)[N:21]([CH3:36])[CH:22]=2)=[CH:26][C:27]=1[C:32]([F:35])([F:33])[F:34]. Procedure: The title compound was prepared in an analogous manner as 5-(4-Fluoro-phenyl)-6-{4-[4-(4-fluoro-3-trifluoromethyl-phenyl)-1-methyl-1H-imidazol-2-yl]-piperidin-1-yl}-pyrimidin-4-ylamine using phenylboronic acid instead of 4-fluorophenylboronic acid. LC-MS: (M+1=497, obsd.=497).